This data is from the Open Reaction Database (ORD), a public repository of structured organic reaction records. The task is: describe an organic reaction: reactants, conditions, products, and yield The reactants are [Al+3], CC(=O)Cl, CC1(C)c2ccccc2Oc2ncccc21, [Cl-], [Cl-], [Cl-], O. Product: CC(=O)c1ccc2c(c1)C(C)(C)c1cccnc1O2. As a reaction SMILES: [Al+3:2].[CH3:21][C:22]([Cl:23])=[O:24].[CH3:5][C:6]1([CH3:20])[c:7]2[c:8]([cH:16][cH:17][cH:18][cH:19]2)[O:9][c:10]2[n:11][cH:12][cH:13][cH:14][c:15]21.[Cl-:1].[Cl-:3].[Cl-:4].[OH2:25]>>[CH3:5][C:6]1([CH3:20])[c:7]2[c:8]([cH:16][cH:17][c:18]([C:22]([CH3:21])=[O:24])[cH:19]2)[O:9][c:10]2[n:11][cH:12][cH:13][cH:14][c:15]21. Reaction conditions: temperature 20 celsius. Starting materials: CN(C1CCC2=C(C(=C1)C1=CC=CC=C1)C=CC=C2)C (7-dimethylamino-9-phenyl-6,7-dihydro [5H] benzocycloheptene). Solvent: C(C)O (ethanol). Reaction SMILES: [CH3:1][N:2]([CH3:20])[CH:3]1[CH:9]=[C:8]([C:10]2[CH:15]=[CH:14][CH:13]=[CH:12][CH:11]=2)[C:7]2[CH:16]=[CH:17][CH:18]=[CH:19][C:6]=2[CH2:5][CH2:4]1>C(O)C>[CH3:1][N:2]([CH3:20])[CH:3]1[CH2:4][CH2:5][C:6]2[CH:19]=[CH:18][CH:17]=[CH:16][C:7]=2[CH:8]([C:10]2[CH:15]=[CH:14][CH:13]=[CH:12][CH:11]=2)[CH2:9]1. Reported procedure: 5 g of palladized carbon [10% Pd(OH)2 ] were added to a solution of 5 g of 7-dimethylamino-9-phenyl-6,7-dihydro [5H] benzocycloheptene in 250 ml of ethanol and the mixture was stirred under a hydrogen atmosphere at 20° C until absorption ceased. The mixture was filtered and the filtrate was evaporated to dryness. The residue was chromatographed over silica gel and elution with a 9-1-1 cyclohexane-ethyl acetate-triethylamine mixture yielded 0.52 g of isomer A (equatorial 5-H) and 2.9 g of isomer ... Product: CN(C1CC(C2=C(CC1)C=CC=C2)C2=CC=CC=C2)C (7-dimethylamino-5-phenyl-6,7,8,9-tetrahydro [5H] benzocycloheptene). Reactants: water ice, FC1=C(N)C(=CC=C1C)F (2,6-difluoro-3-methylaniline), BrBr (bromine). The solvent is C(C)(=O)O (acetic acid), C(C)(=O)O (acetic acid). Run at time 1 hour. Yields the product BrC1=C(C(=C(N)C(=C1)F)F)C (4-bromo-2,6-difluoro-3-methylaniline). The yield is 81.3%. As a reaction SMILES: [F:1][C:2]1[C:8]([CH3:9])=[CH:7][CH:6]=[C:5]([F:10])[C:3]=1[NH2:4].[Br:11]Br>C(O)(=O)C>[Br:11][C:7]1[CH:6]=[C:5]([F:10])[C:3]([NH2:4])=[C:2]([F:1])[C:8]=1[CH3:9]. Procedure: To a solution of 2,6-difluoro-3-methylaniline (5 g, 34.9 mmol) in acetic acid (50 ml) was added dropwise a solution of bromine (1.97 ml, 38.4 mmol) in acetic acid (10 ml) at 55° C. The reaction mixture was stirred for 1 hour and then poured to water/ice. A solid was filtered, washed with water and dried in a vacuum oven. 6.3 g of a black solid were obtained (yield=81%). The reactants are N=1NC=C2C(CCCC12)=O (2,5,6,7-tetrahydro-indazol-4-one), 1h, trityl, BrBr (Br2). Solvent: CCOCC (Et2O), CC(=O)O (AcOH), CC(=O)O (AcOH). The product is BrC1C(C2=CNN=C2CC1)=O (5-Bromo-2,5,6,7-tetrahydro-indazol-4-one). Yield: 80.0%. As a reaction SMILES: [N:1]1[NH:2][CH:3]=[C:4]2[C:9]=1[CH2:8][CH2:7][CH2:6][C:5]2=[O:10].[Br:11]Br>CCOCC.CC(O)=O>[Br:11][CH:6]1[CH2:7][CH2:8][C:9]2[C:4](=[CH:3][NH:2][N:1]=2)[C:5]1=[O:10]. Procedure details: To a solution of 2,5,6,7-tetrahydro-indazol-4-one (5.28 mmol), optionally protected as the trityl derivative, in Et2O (20 mL) and AcOH (15 mL), at 0° C., a solution of Br2 (10.56 mmol) in AcOH (20 mL) was slowly added dropwise. The solution was then heated at 60° C. for 1h then the organic solvents were evaporated to dryness and the white precipitate was suspended in Et2O, filtered and dried. The title compound was obtained in 80% yield. ESI (+) MS: m/z 216 (MH+). Reactants: OBO, COc1ccccc1OCc1ccccc1, COCCOC, Cc1nnc(Cl)nc1Cl, ClC(Cl)Cl, [K+], [K+], [K+], O=P([O-])([O-])[O-], c1ccc(P(c2ccccc2)(c2ccccc2)[Pd](P(c2ccccc2)(c2ccccc2)c2ccccc2)(P(c2ccccc2)(c2ccccc2)c2ccccc2)P(c2ccccc2)(c2ccccc2)c2ccccc2)cc1. The product is COc1cc(-c2nc(Cl)nnc2C)ccc1OCc1ccccc1. As a reaction SMILES: [BH:10]([OH:11])[OH:12].[CH2:13]([c:14]1[cH:15][cH:16][cH:17][cH:18][cH:19]1)[O:20][c:21]1[c:22]([O:27][CH3:28])[cH:23][cH:24][cH:25][cH:26]1.[CH2:37]([CH2:38][O:39][CH3:40])[O:41][CH3:42].[Cl:1][c:2]1[n:3][n:4][c:5]([CH3:9])[c:6]([Cl:8])[n:7]1.[Cl:43][CH:44]([Cl:45])[Cl:46].[K+:34].[K+:35].[K+:36].[P:29]([O-:30])([O-:31])([O-:32])=[O:33].[cH:47]1[cH:48][cH:49][c:50]([P:51]([Pd:52]([P:53]([c:54]2[cH:55][cH:56][cH:57][cH:58][cH:59]2)([c:60]2[cH:61][cH:62][cH:63][cH:64][cH:65]2)[c:66]2[cH:67][cH:68][cH:69][cH:70][cH:71]2)([P:72]([c:73]2[cH:74][cH:75][cH:76][cH:77][cH:78]2)([c:79]2[cH:80][cH:81][cH:82][cH:83][cH:84]2)[c:85]2[cH:86][cH:87][cH:88][cH:89][cH:90]2)[P:91]([c:92]2[cH:93][cH:94][cH:95][cH:96][cH:97]2)([c:98]2[cH:99][cH:100][cH:101][cH:102][cH:103]2)[c:104]2[cH:105][cH:106][cH:107][cH:108][cH:109]2)([c:110]2[cH:111][cH:112][cH:113][cH:114][cH:115]2)[c:116]2[cH:117][cH:118][cH:119][cH:120][cH:121]2)[cH:122][cH:123]1>>[Cl:1][c:2]1[n:3][n:4][c:5]([CH3:9])[c:6](-[c:24]2[cH:23][c:22]([O:27][CH3:28])[c:21]([O:20][CH2:13][c:14]3[cH:15][cH:16][cH:17][cH:18][cH:19]3)[cH:26][cH:25]2)[n:7]1.